From a dataset of the Open Reaction Database (ORD), a public repository of structured organic reaction records. describe an organic reaction: reactants, conditions, products, and yield The reactants are FC1=CC=C(C=C1)C1=NC(=NC=C1)Cl (4-(4-fluorophenyl)-2-chloro-pyrimidine), C(=O)([O-])[O-].[K+].[K+] (K2CO3), FC1=C(C=C(C=C1)O)C(F)(F)F (4-fluoro-3-trifluoromethyl-phenol), C(C)(=O)OCC (ethyl acetate). The solvent is CN(C=O)C (dimethylformamide). Run at temperature 75 celsius. The product is FC1=CC=C(C=C1)C1=NC(=NC=C1)OC1=CC(=C(C=C1)F)C(F)(F)F (4-(4-fluorophenyl)-2-(4-fluoro-3-trifluoromethylphenoxy)-pyrimidine). The yield is 192.9%. RXN SMILES: [F:1][C:2]1[CH:7]=[CH:6][C:5]([C:8]2[CH:13]=[CH:12][N:11]=[C:10](Cl)[N:9]=2)=[CH:4][CH:3]=1.C([O-])([O-])=O.[K+].[K+].[F:21][C:22]1[CH:27]=[CH:26][C:25]([OH:28])=[CH:24][C:23]=1[C:29]([F:32])([F:31])[F:30].C(OCC)(=O)C>CN(C)C=O>[F:1][C:2]1[CH:7]=[CH:6][C:5]([C:8]2[CH:13]=[CH:12][N:11]=[C:10]([O:28][C:25]3[CH:26]=[CH:27][C:22]([F:21])=[C:23]([C:29]([F:32])([F:30])[F:31])[CH:24]=3)[N:9]=2)=[CH:4][CH:3]=1 |f:1.2.3|. Procedure details: To a solution of 0.60 g (2.87 mmol) of 2B in 15 ml of dimethylformamide was added 0.46 g of K2CO3 (3.3 mmol) and 0.60 g (3.3 mmol) of 4-fluoro-3-trifluoromethyl-phenol and the resulting mixture heated at 50° C. for 15 hr and 75° C. for 24 hrs. The cooled reaction mixture was poured into a separatory funnel containing 100 mL of ethyl acetate and washed with 2×50 mL water, 3×15 mL 2.5% NaOH solution, 1×30 mL brine, dried and evaporated in vacuuo to yield 1.95 g of a mobile yellow liquid. This mate... Starting materials: CCO, CC1(c2cnc(Cn3ncc([N+](=O)[O-])n3)s2)OCCO1, [Cl-], [Fe], N#N, [NH4+], O. Yields the product CC1(c2cnc(Cn3ncc(N)n3)s2)OCCO1. Reaction SMILES: [CH3:25][CH2:26][OH:27].[CH3:3][C:4]1([c:9]2[cH:10][n:11][c:12]([CH2:14][n:15]3[n:16][cH:17][c:18]([N+:20]([O-:21])=[O:22])[n:19]3)[s:13]2)[O:5][CH2:6][CH2:7][O:8]1.[Cl-:23].[Fe:29].[N:1]#[N:2].[NH4+:24].[OH2:28]>>[CH3:3][C:4]1([c:9]2[cH:10][n:11][c:12]([CH2:14][n:15]3[n:16][cH:17][c:18]([NH2:20])[n:19]3)[s:13]2)[O:5][CH2:6][CH2:7][O:8]1. Starting materials: CC(=O)[O-], CC[N+](=O)[O-], CC(=O)O, O=Cc1ccc(O)cc1O, [Na+]. Product: N#Cc1ccc(O)cc1O. Reaction SMILES: [CH3:12][C:13](=[O:14])[O-:15].[CH3:16][CH2:17][N+:18](=[O:19])[O-:20].[CH3:21][C:22](=[O:23])[OH:24].[CH:1](=[O:2])[c:3]1[cH:4][cH:5][c:6]([OH:7])[cH:8][c:9]1[OH:10].[Na+:11]>>[C:1]([c:3]1[cH:4][cH:5][c:6]([OH:7])[cH:8][c:9]1[OH:10])#[N:18]. The reactants are N1=CC=CC=C1 (pyridine), CC1=C(N)C(=CC=C1)C(C)(OC)C (2-methyl-6-(1-methyl-1-methoxyethyl)-aniline), O (water), ClCC(=O)Cl (chloroacetyl chloride). The solvent is C(Cl)Cl (methylene chloride). Run at temperature 25 celsius, time 1 hour. Yields the product CC1=C(NC(CCl)=O)C(=CC=C1)C(C)(OC)C (2-Methyl-6-(1-methyl-1-methoxyethyl)-N-chloroacetylaniline). Yield: 72.5%. Reaction SMILES: N1C=CC=CC=1.[CH3:7][C:8]1[CH:14]=[CH:13][CH:12]=[C:11]([C:15]([CH3:19])([O:17][CH3:18])[CH3:16])[C:9]=1[NH2:10].[Cl:20][CH2:21][C:22](Cl)=[O:23].O>C(Cl)Cl>[CH3:7][C:8]1[CH:14]=[CH:13][CH:12]=[C:11]([C:15]([CH3:19])([O:17][CH3:18])[CH3:16])[C:9]=1[NH:10][C:22](=[O:23])[CH2:21][Cl:20]. Reported procedure: 216.46 g (2.74 mols) of pyridine was slowly added to a solution containing 467.5 g (2.61 mols) of 2-methyl-6-(1-methyl-1-methoxyethyl)-aniline in 2.74 liters of methylene chloride at room temperature (about 18°-25° C.). 309.62 g (2.74 mols) of chloroacetyl chloride was added dropwise over a 20-minute period. The temperature of the mixture was maintained at about, or less than, 25° C. during this addition. The mixture was then stirred at about 18° C. for about 1 hour and then mixed with two liter... Reactants: FC1=CC=C(C(C(=O)OC)(O)C2=CC=C(C=C2)F)C=C1 (methyl 4,4′-difluorobenzilate), [C@@]12(C=CC[C@H](CC1)N2C)O (tropenol). Yields the product FC1=CC=C(C(C(=O)O[C@]23C=CC[C@H](CC2)N3C)(O)C3=CC=C(C=C3)F)C=C1 (tropenol 4,4′-difluorobenzilate). As a reaction SMILES: [F:1][C:2]1[CH:20]=[CH:19][C:5]([C:6]([C:12]2[CH:17]=[CH:16][C:15]([F:18])=[CH:14][CH:13]=2)([OH:11])[C:7]([O:9][CH3:10])=[O:8])=[CH:4][CH:3]=1.[C@@:21]12(O)[N:28](C)[C@@H:25]([CH2:26][CH2:27]1)[CH2:24][CH:23]=[CH:22]2>>[F:1][C:2]1[CH:20]=[CH:19][C:5]([C:6]([C:12]2[CH:17]=[CH:16][C:15]([F:18])=[CH:14][CH:13]=2)([OH:11])[C:7]([O:9][C@@:10]23[N:28]([CH3:21])[C@@H:25]([CH2:26][CH2:27]2)[CH2:24][CH:23]=[CH:22]3)=[O:8])=[CH:4][CH:3]=1. Procedure details: 4.5 is prepared analogously to the method according to II.1. Yield: 8.71 g (69% of theory) starting from 8.35 g (0.03 mol) of 3c and 4.18 g (0.03 mol) of tropenol; TLC: Rf value: 0.34 (eluant as in step II.1); melting point: 167° C.-169° C.